This data is from the Open Reaction Database (ORD), a public repository of structured organic reaction records. The task is: describe an organic reaction: reactants, conditions, products, and yield Starting materials: ClC1=NC=NC(=C1)Cl (4,6-dichloro-pyrimidine), CCN(C(C)C)C(C)C (DIPEA), COCCN (2-methoxy-ethylamine), O (Water). Run in CC(C)O (iPrOH). Reaction conditions: time 1 hour. Product: ClC1=CC(=NC=N1)NCCOC ((6-Chloro-pyrimidin-4-yl)-(2-methoxy-ethyl)-amine). Isolated yield 74.2%. RXN SMILES: Cl[C:2]1[CH:7]=[C:6]([Cl:8])[N:5]=[CH:4][N:3]=1.CCN(C(C)C)C(C)C.[CH3:18][O:19][CH2:20][CH2:21][NH2:22].O>CC(O)C>[Cl:8][C:6]1[N:5]=[CH:4][N:3]=[C:2]([NH:22][CH2:21][CH2:20][O:19][CH3:18])[CH:7]=1. Procedure: To a solution of 4,6-dichloro-pyrimidine (2 g, 14 mmol) in iPrOH (70 mL) and DIPEA (1.94 g, 15 mmol) was added a solution of 2-methoxy-ethylamine (1.13 g, 15 mmol) at room temperature. The resulting mixture was stirred at room temperature for 1 hour. Water was added and the mixture was extracted with DCM. The combined extracts were washed with brine, dried over anhydrous Na2SO4, and concentrated to give the crude product, which was purified by flash chromatography on silica to obtain the title c... Reactants: BrC1=C(C=C(C=C1C)O)C (4-Bromo-3,5-dimethylphenol), CC1=CC=C(C=C1)S(=O)(=O)OCCCS(=O)(=O)C (3-(methylsulfonyl)propyl 4-methylbenzenesulfonate), C([O-])([O-])=O.[K+].[K+] (potassium carbonate), CN(C=O)C (N,N-dimethylformamide). The solvent is O (water), O (Water). Reaction conditions: temperature 70 celsius. The product is BrC1=C(C=C(C=C1C)OCCCS(=O)(=O)C)C (2-bromo-1,3-dimethyl-5-[3-(methylsulfonyl)propoxy]benzene). Isolated yield 98.7%. RXN SMILES: [Br:1][C:2]1[C:7]([CH3:8])=[CH:6][C:5]([OH:9])=[CH:4][C:3]=1[CH3:10].CC1C=CC(S(O[CH2:22][CH2:23][CH2:24][S:25]([CH3:28])(=[O:27])=[O:26])(=O)=O)=CC=1.C(=O)([O-])[O-].[K+].[K+].CN(C)C=O>O>[Br:1][C:2]1[C:7]([CH3:8])=[CH:6][C:5]([O:9][CH2:22][CH2:23][CH2:24][S:25]([CH3:28])(=[O:27])=[O:26])=[CH:4][C:3]=1[CH3:10] |f:2.3.4|. Procedure details: 4-Bromo-3,5-dimethylphenol (400.0 g), 3-(methylsulfonyl)propyl 4-methylbenzenesulfonate (727.3 g) and potassium carbonate (357.6 g) were added to N,N-dimethylformamide (4000 mL), and the mixture was stirred. The mixture was heated to 70° C., stirred for 20 hr and cooled to 5° C. Water (2000 mL) was added dropwise at 10° C. or below, seed crystal was added, and water (4000 mL) was further added. The mixture was stirred at room temperature overnight and at 10° C. or below for 2 hr. The precipitate... The reactants are N1CCC(CC1)C1=CNC2=CC=CC=C12 (3-piperidin-4-yl-1H-indole), C(=O)([O-])[O-].[K+].[K+] (K2CO3), FC(C=1C=CC(=NC1)Cl)(F)F (5-trifluoromethyl-2-chloropyridine). Run in CN(C)C=O (DMF). Conditions: temperature 60 celsius, time 1 hour. Yields the product N1C=C(C2=CC=CC=C12)C1CCN(CC1)C1=NC=C(C=C1)C(F)(F)F (4-(1H-Indol-3-yl)-5′-trifluoromethyl-3,4,5,6-tetrahydro-2H-[1,2]-bipyridinyl). As a reaction SMILES: [NH:1]1[CH2:6][CH2:5][CH:4]([C:7]2[C:15]3[C:10](=[CH:11][CH:12]=[CH:13][CH:14]=3)[NH:9][CH:8]=2)[CH2:3][CH2:2]1.C([O-])([O-])=O.[K+].[K+].[F:22][C:23]([F:32])([F:31])[C:24]1[CH:25]=[CH:26][C:27](Cl)=[N:28][CH:29]=1>CN(C=O)C>[NH:9]1[C:10]2[C:15](=[CH:14][CH:13]=[CH:12][CH:11]=2)[C:7]([CH:4]2[CH2:5][CH2:6][N:1]([C:27]3[CH:26]=[CH:25][C:24]([C:23]([F:32])([F:31])[F:22])=[CH:29][N:28]=3)[CH2:2][CH2:3]2)=[CH:8]1 |f:1.2.3|. Procedure details: 3-piperidin-4-yl-1H-indole (0.5 g, 2.5 mmol) is suspended in 10 ml of DMF and is heated to 60° C. K2CO3 and 5-trifluoromethyl-2-chloropyridine (0.54 g, 3.0 mmol) are added and the reaction mixture is stirred at 95° C. for 1 hour. K2CO3 is removed by filtration and the filtrate is concentrated and purified with a silica gel flash column using heptane and ethyl acetate as the elutes.